This data is from the Open Reaction Database (ORD), a public repository of structured organic reaction records. The task is: describe an organic reaction: reactants, conditions, products, and yield Starting materials: O=C1CCC(=O)N1Br, CC(=O)Nc1sccc1C#N, CN(C)C=O. Product: CC(=O)Nc1sc(Br)cc1C#N. As a reaction SMILES: [Br:12][N:13]1[C:14](=[O:15])[CH2:16][CH2:17][C:18]1=[O:19].[C:1]([CH3:2])(=[O:3])[NH:4][c:5]1[s:6][cH:7][cH:8][c:9]1[C:10]#[N:11].[CH3:20][N:21]([CH3:22])[CH:23]=[O:24]>>[C:1]([CH3:2])(=[O:3])[NH:4][c:5]1[s:6][c:7]([Br:12])[cH:8][c:9]1[C:10]#[N:11]. The reactants are COCCBr, O=C([O-])[O-], CN(C)C=O, [Cl-], [Cs+], [Cs+], [NH4+], Cc1nsc(NC(=O)c2nc(Sc3nncn3C)ccc2Sc2ccc(O)cc2)n1. The product is COCCOc1ccc(Sc2ccc(Sc3nncn3C)nc2C(=O)Nc2nc(C)ns2)cc1. RXN SMILES: [Br:1][CH2:2][CH2:3][O:4][CH3:5].[C:6](=[O:7])([O-:8])[O-:9].[CH3:44][N:45]([CH3:46])[CH:47]=[O:48].[Cl-:42].[Cs+:10].[Cs+:11].[NH4+:43].[OH:12][c:13]1[cH:14][cH:15][c:16]([S:19][c:20]2[c:21]([C:33](=[O:34])[NH:35][c:36]3[n:37][c:38]([CH3:41])[n:39][s:40]3)[n:22][c:23]([S:26][c:27]3[n:28][n:29][cH:30][n:31]3[CH3:32])[cH:24][cH:25]2)[cH:17][cH:18]1>>[CH2:2]([CH2:3][O:4][CH3:5])[O:12][c:13]1[cH:14][cH:15][c:16]([S:19][c:20]2[c:21]([C:33](=[O:34])[NH:35][c:36]3[n:37][c:38]([CH3:41])[n:39][s:40]3)[n:22][c:23]([S:26][c:27]3[n:28][n:29][cH:30][n:31]3[CH3:32])[cH:24][cH:25]2)[cH:17][cH:18]1. The product is CC[N+]1(CCC(c2ccccc2)c2cc(C)ccc2O)CCCC1, [I-]. Starting materials: CCI, CC(C)=O, Cc1ccc(O)c(C(CCN2CCCC2)c2ccccc2)c1. As a reaction SMILES: [CH2:1]([CH3:2])[I:3].[CH3:26][C:27](=[O:28])[CH3:29].[CH3:4][c:5]1[cH:6][c:7]([CH:12]([CH2:13][CH2:14][N:15]2[CH2:16][CH2:17][CH2:18][CH2:19]2)[c:20]2[cH:21][cH:22][cH:23][cH:24][cH:25]2)[c:8]([OH:11])[cH:9][cH:10]1>>[CH2:1]([CH3:2])[N+:15]1([CH2:14][CH2:13][CH:12]([c:7]2[cH:6][c:5]([CH3:4])[cH:10][cH:9][c:8]2[OH:11])[c:20]2[cH:21][cH:22][cH:23][cH:24][cH:25]2)[CH2:16][CH2:17][CH2:18][CH2:19]1.[I-:3]. Reactants: C(C)C1C(CC(C(C(OC(C2CCCCN2C(C(C2(C(CC(C(C(CC(CC(=C1)C)C)OC)O2)OC)C)O)=O)=O)=O)C(=CC2CC(C(CC2)O)O)C)C)O)=O (17-ethyl-1,14-dihydroxy-12-[2'-(3",4"-dihydroxycyclohexyl)-1'-methylvinyl]-23,25-dimethoxy-13,19,21,27-tetramethyl-11,28-dioxa-4-azatricyclo[22.3.1.04,9 ]octacos-18-ene-2,3,10,16-tetraone), ClC(C(OC(C)C)=N)(Cl)Cl (isopropyl trichloroacetimidate), FC(S(=O)(=O)O)(F)F (Trifluoromethanesulfonic acid). Product: C(C)C1C(CC(C(C(OC(C2CCCCN2C(C(C2(C(CC(C(C(CC(CC(=C1)C)C)OC)O2)OC)C)O)=O)=O)=O)C(=CC2CC(C(CC2)O)OC(C)C)C)C)O)=O (17-Ethyl-1,14-dihydroxy-12-[2'-(4"-hydroxy-3"-isopropoxycyclohexyl)-1'-methylvinyl]-23,25-dimethoxy-13,19,21,27-tetramethyl-11,28-dioxa-4-azatricyclo[22.3.1.04,9 ]octacos-18-ene-2,3,10,16-tetraone). RXN SMILES: [CH2:1]([CH:3]1[CH:29]=[C:28]([CH3:30])[CH2:27][CH:26]([CH3:31])[CH2:25][CH:24]([O:32][CH3:33])[CH:23]2[O:34][C:19]([OH:38])([CH:20]([CH3:37])[CH2:21][CH:22]2[O:35][CH3:36])[C:18](=[O:39])[C:17](=[O:40])[N:16]2[CH:11]([CH2:12][CH2:13][CH2:14][CH2:15]2)[C:10](=[O:41])[O:9][CH:8]([C:42]([CH3:52])=[CH:43][CH:44]2[CH2:49][CH2:48][CH:47]([OH:50])[CH:46]([OH:51])[CH2:45]2)[CH:7]([CH3:53])[CH:6]([OH:54])[CH2:5][C:4]1=[O:55])[CH3:2].ClC(Cl)(Cl)C(=N)O[CH:60]([CH3:62])[CH3:61].FC(F)(F)S(O)(=O)=O>>[CH2:1]([CH:3]1[CH:29]=[C:28]([CH3:30])[CH2:27][CH:26]([CH3:31])[CH2:25][CH:24]([O:32][CH3:33])[CH:23]2[O:34][C:19]([OH:38])([CH:20]([CH3:37])[CH2:21][CH:22]2[O:35][CH3:36])[C:18](=[O:39])[C:17](=[O:40])[N:16]2[CH:11]([CH2:12][CH2:13][CH2:14][CH2:15]2)[C:10](=[O:41])[O:9][CH:8]([C:42]([CH3:52])=[CH:43][CH:44]2[CH2:49][CH2:48][CH:47]([OH:50])[CH:46]([O:51][CH:60]([CH3:62])[CH3:61])[CH2:45]2)[CH:7]([CH3:53])[CH:6]([OH:54])[CH2:5][C:4]1=[O:55])[CH3:2]. Reported procedure: To a solution of 17-ethyl-1,14-dihydroxy-12-[2'-(3",4"-dihydroxycyclohexyl)-1'-methylvinyl]-23,25-dimethoxy-13,19,21,27-tetramethyl-11,28-dioxa-4-azatricyclo[22.3.1.04,9 ]octacos-18-ene-2,3,10,16-tetraone (110 mg in 1.5 ml 33% methylene chloride in cyclohexane), isopropyl trichloroacetimidate (52 μl neat) was added and the reagents allowed to mix for 5 minutes. Trifluoromethanesulfonic acid (2 μl neat) was added slowly via syringe and the mixture stirred at room temperature. After 3 hours the re... The reactants are Cl (hydrochloric acid), NC1CCCCCC1CC(=O)C1=CC=CC=C1 (3-amino-4-cycloheptyl-acetophenone), Cl (hydrochloric acid), N(=O)[O-].[Na+] (sodium nitrite). The reagents and catalysts are [Cu]Cl (copper-(I) chloride). Run in O (water). Run at temperature 0 celsius, time 30 minute. The product is ClC1CCCCCC1CC(=O)C1=CC=CC=C1 (3-chloro-4-cycloheptyl-acetophenone). RXN SMILES: N([O-])=O.[Na+].N[CH:6]1[CH:12]([CH2:13][C:14]([C:16]2[CH:21]=[CH:20][CH:19]=[CH:18][CH:17]=2)=[O:15])[CH2:11][CH2:10][CH2:9][CH2:8][CH2:7]1.[ClH:22]>O.[Cu]Cl>[Cl:22][CH:6]1[CH:12]([CH2:13][C:14]([C:16]2[CH:21]=[CH:20][CH:19]=[CH:18][CH:17]=2)=[O:15])[CH2:11][CH2:10][CH2:9][CH2:8][CH2:7]1 |f:0.1|. Procedure: A solution of 5 g of sodium nitrite in 20 ml of water is slowly added dropwise at 0° C, whilst stirring, to a solution of 11 g of crude 3-amino-4-cycloheptyl-acetophenone in 70 ml of concentrated hydrochloric acid. After completion of the addition the mixture is stirred for a further 30 minutes at 0° C. The reaction solution is then added dropwise at 0° to 5° C, whilst stirring, to a solution of 7 g of freshly prepared copper-(I) chloride in 30 ml of concentrated hydrochloric acid. After complet...